Dataset: the Open Reaction Database (ORD), a public repository of structured organic reaction records. Task: describe an organic reaction: reactants, conditions, products, and yield Reactants: C1CCOC1, Oc1ccc(I)cc1, c1ccc(P(c2ccccc2)c2ccccc2)cc1, CC(C)(C)OC(=O)c1nc(N2CCc3cccc(C(=O)N(COCC[Si](C)(C)C)c4nc5ccccc5s4)c3C2)sc1CCCO. Yields the product CC(C)(C)OC(=O)c1nc(N2CCc3cccc(C(=O)N(COCC[Si](C)(C)C)c4nc5ccccc5s4)c3C2)sc1CCCOc1ccc(I)cc1. As a reaction SMILES: [CH2:74]1[O:75][CH2:76][CH2:77][CH2:78]1.[OH:66][c:67]1[cH:68][cH:69][c:70]([I:71])[cH:72][cH:73]1.[c:47]1([P:48]([c:49]2[cH:50][cH:51][cH:52][cH:53][cH:54]2)[c:55]2[cH:56][cH:57][cH:58][cH:59][cH:60]2)[cH:61][cH:62][cH:63][cH:64][cH:65]1.[s:1]1[c:2]([N:10]([C:11](=[O:12])[c:13]2[cH:14][cH:15][cH:16][c:17]3[c:22]2[CH2:21][N:20]([c:23]2[s:24][c:25]([CH2:35][CH2:36][CH2:37][OH:38])[c:26]([C:28](=[O:29])[O:30][C:31]([CH3:32])([CH3:33])[CH3:34])[n:27]2)[CH2:19][CH2:18]3)[CH2:39][O:40][CH2:41][CH2:42][Si:43]([CH3:44])([CH3:45])[CH3:46])[n:3][c:4]2[c:5]1[cH:6][cH:7][cH:8][cH:9]2>>[s:1]1[c:2]([N:10]([C:11](=[O:12])[c:13]2[cH:14][cH:15][cH:16][c:17]3[c:22]2[CH2:21][N:20]([c:23]2[s:24][c:25]([CH2:35][CH2:36][CH2:37][O:38][c:67]4[cH:68][cH:69][c:70]([I:71])[cH:72][cH:73]4)[c:26]([C:28](=[O:29])[O:30][C:31]([CH3:32])([CH3:33])[CH3:34])[n:27]2)[CH2:19][CH2:18]3)[CH2:39][O:40][CH2:41][CH2:42][Si:43]([CH3:44])([CH3:45])[CH3:46])[n:3][c:4]2[c:5]1[cH:6][cH:7][cH:8][cH:9]2. Reactants: O=C([O-])[O-], CCCC[N+](CCCC)(CCCC)CCCC, COc1ccc(CCl)cc1, CCOC(C)=O, [Cs+], [Cs+], [I-], CN(C)C=O, O=[N+]([O-])c1cc(CO)ccc1O. Yields the product COc1ccc(COc2ccc(CO)cc2[N+](=O)[O-])cc1. As a reaction SMILES: [C:13](=[O:14])([O-:15])[O-:16].[CH2:35]([N+:36]([CH2:37][CH2:38][CH2:39][CH3:40])([CH2:41][CH2:42][CH2:43][CH3:44])[CH2:45][CH2:46][CH2:47][CH3:48])[CH2:49][CH2:50][CH3:51].[CH3:19][O:20][c:21]1[cH:22][cH:23][c:24]([CH2:25][Cl:26])[cH:27][cH:28]1.[CH3:52][CH2:53][O:54][C:55]([CH3:56])=[O:57].[Cs+:17].[Cs+:18].[I-:34].[O:29]=[CH:30][N:31]([CH3:32])[CH3:33].[OH:1][CH2:2][c:3]1[cH:4][c:5]([N+:10](=[O:11])[O-:12])[c:6]([OH:9])[cH:7][cH:8]1>>[OH:1][CH2:2][c:3]1[cH:4][c:5]([N+:10](=[O:11])[O-:12])[c:6]([O:9][CH2:25][c:24]2[cH:23][cH:22][c:21]([O:20][CH3:19])[cH:28][cH:27]2)[cH:7][cH:8]1. Starting materials: CCC(O)c1ccnc(OC)c1OC, ClCCl, O=[Cr](=O)([O-])Cl, c1cc[nH+]cc1. Yields the product CCC(=O)c1ccnc(OC)c1OC. Reaction SMILES: [CH3:12][O:13][c:14]1[n:15][cH:16][cH:17][c:18]([CH:22]([CH2:23][CH3:24])[OH:25])[c:19]1[O:20][CH3:21].[Cl:26][CH2:27][Cl:28].[O:1]=[Cr:2]([Cl:3])([O-:4])=[O:5].[nH+:6]1[cH:7][cH:8][cH:9][cH:10][cH:11]1>>[CH3:12][O:13][c:14]1[n:15][cH:16][cH:17][c:18]([C:22]([CH2:23][CH3:24])=[O:25])[c:19]1[O:20][CH3:21]. Starting materials: NC1=C(C(=O)O)C=CC=C1OC (2-amino-3-methoxybenzoic acid), NCCC[C@@H]1CN(C(O1)=O)C=1C=CC2=C(NC(CS2)=O)C1 (6-[(R)-5-(3-amino-propyl)-2-oxo-oxazolidin-3-yl]-4H-benzo[1,4]thiazin-3-one). Yields the product NC1=C(C(=O)NCCC[C@@H]2CN(C(O2)=O)C=2C=CC3=C(NC(CS3)=O)C2)C=CC=C1OC (2-amino-3-methoxy-N-{3-[(R)-2-oxo-3-(3-oxo-3,4-dihydro-2H-benzo[1,4]thiazin-6-yl)-oxazolidin-5-yl]-propyl}-benzamide). Isolated yield 82.0%. Reaction SMILES: [NH2:1][C:2]1[C:10]([O:11][CH3:12])=[CH:9][CH:8]=[CH:7][C:3]=1[C:4]([OH:6])=O.[NH2:13][CH2:14][CH2:15][CH2:16][C@H:17]1[O:21][C:20](=[O:22])[N:19]([C:23]2[CH:24]=[CH:25][C:26]3[S:31][CH2:30][C:29](=[O:32])[NH:28][C:27]=3[CH:33]=2)[CH2:18]1>>[NH2:1][C:2]1[C:10]([O:11][CH3:12])=[CH:9][CH:8]=[CH:7][C:3]=1[C:4]([NH:13][CH2:14][CH2:15][CH2:16][C@H:17]1[O:21][C:20](=[O:22])[N:19]([C:23]2[CH:24]=[CH:25][C:26]3[S:31][CH2:30][C:29](=[O:32])[NH:28][C:27]=3[CH:33]=2)[CH2:18]1)=[O:6]. Reported procedure: Starting from 2-amino-3-methoxybenzoic acid and 6-[(R)-5-(3-amino-propyl)-2-oxo-oxazolidin-3-yl]-4H-benzo[1,4]thiazin-3-one (described in WO 2010/041219) and using Procedure D, the title compound was obtained as a beige solid (179 mg; 82% yield). The solvent is C(Cl)(Cl)Cl (chloroform), C(Cl)(Cl)Cl (chloroform). Reaction conditions: time 8 hour. RXN SMILES: [CH3:1][O:2][C:3]1[CH:11]=[C:10]([CH:12]([CH3:14])[CH3:13])[CH:9]=[CH:8][C:4]=1[C:5]([OH:7])=[O:6].C(C1C=CC(C(O)=O)=C(OC)C=1)(C)(C)C.[Br:30]Br>C(Cl)(Cl)Cl>[Br:30][C:9]1[C:10]([CH:12]([CH3:14])[CH3:13])=[CH:11][C:3]([O:2][CH3:1])=[C:4]([CH:8]=1)[C:5]([OH:7])=[O:6]. Reactants: COC1=C(C(=O)O)C=CC(=C1)C(C)C (2-methoxy-4-iso-propyl benzoic acid), C(C)(C)(C)C1=CC(=C(C(=O)O)C=C1)OC (4-tert-butyl-2-methoxy benzoic acid), BrBr (bromine). Yields the product BrC=1C(=CC(=C(C(=O)O)C1)OC)C(C)C (5-Bromo-4-iso-propyl-2-methoxybenzoic Acid). Procedure details: To a solution of 2-methoxy-4-iso-propyl benzoic acid (prepared in an analogous manner to Preparation 37, 4-tert-butyl-2-methoxy benzoic acid) (7.0 g, 36.0 mmol) in chloroform (100 ml) was added bromine (1.86 ml) in chloroform (20 ml) dropwise. The reaction was stirred at room temperature overnight. Evaporation in vacuo afforded an oil (9.27 g). m /z (CI): 275, 273 (MH+ ; 70%). Starting materials: NC1=NC=C(C=C1C1=CC(=C(C(=O)O)C=C1)F)C=1CNC(C1)=O (4-(2-amino-5-(5-oxo-2,5-dihydro-1H-pyrrol-3-yl)pyridin-3-yl)-2-fluorobenzoic acid). Reagents/catalysts: [Pd] (Pd—C). Run in CO (MeOH). Reaction conditions: time 24 hour. The product is NC1=NC=C(C=C1C1=CC(=C(C(=O)O)C=C1)F)C1CNC(C1)=O (4-(2-amino-5-(5-oxopyrrolidin-3-yl)pyridin-3-yl)-2-fluorobenzoic acid). Reaction SMILES: [NH2:1][C:2]1[C:7]([C:8]2[CH:16]=[CH:15][C:11]([C:12]([OH:14])=[O:13])=[C:10]([F:17])[CH:9]=2)=[CH:6][C:5]([C:18]2[CH2:19][NH:20][C:21](=[O:23])[CH:22]=2)=[CH:4][N:3]=1>CO.[Pd]>[NH2:1][C:2]1[C:7]([C:8]2[CH:16]=[CH:15][C:11]([C:12]([OH:14])=[O:13])=[C:10]([F:17])[CH:9]=2)=[CH:6][C:5]([CH:18]2[CH2:22][C:21](=[O:23])[NH:20][CH2:19]2)=[CH:4][N:3]=1. Procedure details: To 4-(2-amino-5-(5-oxo-2,5-dihydro-1H-pyrrol-3-yl)pyridin-3-yl)-2-fluorobenzoic acid (100 mg, 0.319 mmol) in MeOH (15 mL) under N2 atmosphere was added Pd—C (67.9 mg, 0.064 mmol). The reaction mixture was stirred at room temperature for 24 h under H2 balloon. The reaction mixture was filter through Celite and washed with methanol. The filtrate was evaporated. The crude was proceed for next step. LCMS(m/z): 316.2 (MH+), 0.338 min.